This data is from the Open Reaction Database (ORD), a public repository of structured organic reaction records. The task is: describe an organic reaction: reactants, conditions, products, and yield Reactants: N1C[C@H](CC1)O ((S)-3-pyrrolidinol), C=C1CC(=O)O1 (diketene). The solvent is O1CCCC1 (tetrahydrofuran), O1CCCC1 (tetrahydrofuran). Conditions: temperature 0 celsius, time 1 hour. Product: O[C@@H]1CN(CC1)C(CC(C)=O)=O (1-[(3S)-3-Hydroxypyrrolidin-1-yl]butane-1,3-dione). The yield is 75.0%. As a reaction SMILES: [NH:1]1[CH2:5][CH2:4][C@H:3]([OH:6])[CH2:2]1.[CH2:7]=[C:8]1[O:12][C:10](=[O:11])[CH2:9]1>O1CCCC1>[OH:6][C@H:3]1[CH2:4][CH2:5][N:1]([C:10](=[O:11])[CH2:9][C:8](=[O:12])[CH3:7])[CH2:2]1. Procedure details: A solution of 21.8 g (0.25 mol) (S)-3-pyrrolidinol in 200 ml tetrahydrofuran was added dropwise to a solution of 20 g of diketene (0.24 mol) in 200 ml of tetrahydrofuran at −5 to 0° C. added. After 1 h stirring at 0° C. no more starting material was detected by thin layer chromatography. The reaction mixture was evaporated and the residue purified by column chromatography. This gave 31.35 g (0.18 mol, 77% yield) of a colorless oil. Reactants: C(C)(C)(C)OC(=O)NC1(CCN(CC1)C1=NC(=NC=C1)Cl)C (4-t-butoxycarbonylamino-1-(2-chloropyrimidin-4-yl)-4-methylpiperidine), solution, [OH-].[Na+] (NaOH), C1(=CC=CC=C1)OC (anisole), FC(C(=O)O)(F)F (trifluoroacetic acid). Solvent: C(Cl)Cl (methylene chloride). Reaction conditions: time 1 hour. Product: NC1(CCN(CC1)C1=NC(=NC=C1)Cl)C (4-amino-1-(2-chloropyrimidin-4-yl)-4-methylpiperidine). RXN SMILES: C(OC([NH:8][C:9]1([CH3:22])[CH2:14][CH2:13][N:12]([C:15]2[CH:20]=[CH:19][N:18]=[C:17]([Cl:21])[N:16]=2)[CH2:11][CH2:10]1)=O)(C)(C)C.C1(OC)C=CC=CC=1.FC(F)(F)C(O)=O.[OH-].[Na+]>C(Cl)Cl>[NH2:8][C:9]1([CH3:22])[CH2:14][CH2:13][N:12]([C:15]2[CH:20]=[CH:19][N:18]=[C:17]([Cl:21])[N:16]=2)[CH2:11][CH2:10]1 |f:3.4|. Procedure details: The procedure described in Example 2 is followed up to the end of step (c). A solution of 6.81 g (0.021 mol) of 4-t-butoxycarbonylamino-1-(2-chloropyrimidin-4-yl)-4-methylpiperidine (step c) in 80 ml of anhydrous methylene chloride is cooled under a nitrogen atmosphere and 16.4 ml of anisole and 83 ml of trifluoroacetic acid are added slowly. The mixture is stirred for 1 hour at room temperature and 80 ml of a 30% solution of NaOH are added slowly. The reaction medium is extracted with methylene... Reactants: O=C1CCC(=O)N1Br, O=C(OOC(=O)c1ccccc1)c1ccccc1, Cc1ccc([N+](=O)[O-])cc1Cl, ClC(Cl)(Cl)Cl. The product is O=[N+]([O-])c1ccc(CBr)c(Cl)c1. As a reaction SMILES: [Br:12][N:13]1[C:14](=[O:15])[CH2:16][CH2:17][C:18]1=[O:19].[C:20]([O:21][O:22][C:23](=[O:24])[c:25]1[cH:26][cH:27][cH:28][cH:29][cH:30]1)(=[O:31])[c:32]1[cH:33][cH:34][cH:35][cH:36][cH:37]1.[Cl:1][c:2]1[c:3]([CH3:11])[cH:4][cH:5][c:6]([N+:8](=[O:9])[O-:10])[cH:7]1.[Cl:38][C:39]([Cl:40])([Cl:41])[Cl:42]>>[Cl:1][c:2]1[c:3]([CH2:11][Br:12])[cH:4][cH:5][c:6]([N+:8](=[O:9])[O-:10])[cH:7]1. Reactants: [OH-].[Na+] (sodium hydroxide), ClC1=C2C=CN=C3C2=C(C=C1)N1C=CC=C1C3=NOCC(=O)OCC (3-chloro-7-ethoxycarbonylmethoxyimino-7H-indolizino[5,6,7-ij]isoquinoline), Cl (hydrochloric acid). Run in C(C)O (ethanol). Reaction conditions: temperature 20 celsius, time 1 hour. Yields the product ClC1=C2C=CN=C3C2=C(C=C1)N1C=CC=C1C3=NOCC(=O)O (3-Chloro-7-carboxymethoxyimino-7H-indolizino[5,6,7-ij]isoquinoline). The yield is 85.4%. Reaction SMILES: [Cl:1][C:2]1[CH:11]=[CH:10][C:9]2[N:12]3[C:16]([C:17](=[N:18][O:19][CH2:20][C:21]([O:23]CC)=[O:22])[C:7]4[C:8]=2[C:3]=1[CH:4]=[CH:5][N:6]=4)=[CH:15][CH:14]=[CH:13]3.[OH-].[Na+].Cl>C(O)C>[Cl:1][C:2]1[CH:11]=[CH:10][C:9]2[N:12]3[C:16]([C:17](=[N:18][O:19][CH2:20][C:21]([OH:23])=[O:22])[C:7]4[C:8]=2[C:3]=1[CH:4]=[CH:5][N:6]=4)=[CH:15][CH:14]=[CH:13]3 |f:1.2|. Procedure: To a stirred suspension of 3-chloro-7-ethoxycarbonylmethoxyimino-7H-indolizino[5,6,7-ij]isoquinoline (0.356 g.) in ethanol (15 cc.) there is added N sodium hydroxide solution (1 cc.) followed by distilled water (35 cc.). After stirring for 1 hour at a temperature of about 20° C., a dark green solution is obtained which is neutralised by adding N hydrochloric acid (1 cc.). The resulting precipitate is filtered off, washed copiously with water and dried under reduced pressure. 3-Chloro-7-carboxyme... Reactants: N1C=C(C=2C1=NC=CC2)C(=O)NN (1H-pyrrolo[2,3-b]pyridine-3-carbohydrazide), C1(=CC=CC=C1)N=C=S (phenyl isothiocyanate), C1(=CC=CC=C1)N=C=S (phenyl isothiocyanate). The solvent is ClC(C)Cl (dichloroethane). Conditions: time 20 hour. The product is N1C=C(C=2C1=NC=CC2)C(=O)NNC(=S)NC2=CC=CC=C2 (1-(1H-pyrrolo[2,3-b]pyridine-3-carbonyl)-4-phenylthiosemicarbazide). Isolated yield 98.6%. Reaction SMILES: [NH:1]1[C:5]2=[N:6][CH:7]=[CH:8][CH:9]=[C:4]2[C:3]([C:10]([NH:12][NH2:13])=[O:11])=[CH:2]1.[C:14]1([N:20]=[C:21]=[S:22])[CH:19]=[CH:18][CH:17]=[CH:16][CH:15]=1>ClC(Cl)C>[NH:1]1[C:5]2=[N:6][CH:7]=[CH:8][CH:9]=[C:4]2[C:3]([C:10]([NH:12][NH:13][C:21]([NH:20][C:14]2[CH:19]=[CH:18][CH:17]=[CH:16][CH:15]=2)=[S:22])=[O:11])=[CH:2]1. Reported procedure: 350 mg of (1H-pyrrolo[2,3-b]pyridine-3-carbohydrazide and 261 μl of phenyl isothiocyanate in 10 ml of dichloroethane are stirred at 60° C. for 15 hours in a screw-lid vial. A further 78 μl of phenyl isothiocyanate are added, and the mixture is stirred at the same temperature for 20 hours. After cooling in the refrigerator, the precipitate is filtered off with suction and dried, giving 610 mg of 1-(1H-pyrrolo[2,3-b]pyridine-3-carbonyl)-4-phenylthiosemicarbazide as colourless powder; (yield 98.6%)... Reactants: ClC(CCC(=O)OCC)(F)F (ethyl 4-chloro-4,4-difluorobutyrate), [OH-].[Na+] (NaOH), Cl (HCl). Product: ClC(CCC(=O)O)(F)F (4-chloro-4,4-difluorobutyric acid). The yield is 79.7%. RXN SMILES: [Cl:1][C:2]([F:11])([F:10])[CH2:3][CH2:4][C:5]([O:7]CC)=[O:6].[OH-].[Na+].Cl>>[Cl:1][C:2]([F:11])([F:10])[CH2:3][CH2:4][C:5]([OH:7])=[O:6] |f:1.2|. Reported procedure: 18.6 g of ethyl 4-chloro-4,4-difluorobutyrate are stirred with 100 ml of 2N-NaOH at room temperature until a homogeneous solution has been produced. The solution is then poured into 150 ml of 2N-HCl. The organic phase which has separated out is taken up in diethyl ether, dried with sodium sulfate and, after removal of the ether by distillation, distilled in vacuo. 12.6 g of 4-chloro-4,4-difluorobutyric acid are obtained in the form of a colourless oil of boiling point 88°-90° C./11 mbar. Starting materials: COc1cc2[nH]cc(I)c(=O)c2cc1OC, CN(C)C=O, O, O=P(Cl)(Cl)Cl. The product is COc1cc2ncc(I)c(Cl)c2cc1OC. As a reaction SMILES: [I:6][c:7]1[cH:8][nH:9][c:10]2[cH:11][c:12]([O:20][CH3:21])[c:13]([O:18][CH3:19])[cH:14][c:15]2[c:16]1=[O:17].[O:23]=[CH:24][N:25]([CH3:26])[CH3:27].[OH2:22].[P:1]([Cl:2])([Cl:3])([Cl:4])=[O:5]>>[Cl:3][c:16]1[c:7]([I:6])[cH:8][n:9][c:10]2[cH:11][c:12]([O:20][CH3:21])[c:13]([O:18][CH3:19])[cH:14][c:15]21. Starting materials: ClCCl, Cl, O=[N+]([O-])c1ccc(S(=O)(=O)Cl)c([N+](=O)[O-])c1, CC(C)(C)OC(=O)N1CCC(N)C1, O, Cc1cccc(C)n1. Product: CC(C)(C)OC(=O)N1CCC(NS(=O)(=O)c2ccc([N+](=O)[O-])cc2[N+](=O)[O-])C1. RXN SMILES: [Cl:39][CH2:40][Cl:41].[ClH:38].[N+:22](=[O:23])([O-:24])[c:25]1[c:26]([S:34](=[O:35])(=[O:36])[Cl:37])[cH:27][cH:28][c:29]([N+:31](=[O:32])[O-:33])[cH:30]1.[NH2:1][CH:2]1[CH2:3][N:4]([C:7](=[O:8])[O:9][C:10]([CH3:11])([CH3:12])[CH3:13])[CH2:5][CH2:6]1.[OH2:42].[n:14]1[c:15]([CH3:16])[cH:17][cH:18][cH:19][c:20]1[CH3:21]>>[NH:1]([CH:2]1[CH2:3][N:4]([C:7](=[O:8])[O:9][C:10]([CH3:11])([CH3:12])[CH3:13])[CH2:5][CH2:6]1)[S:34]([c:26]1[c:25]([N+:22](=[O:23])[O-:24])[cH:30][c:29]([N+:31](=[O:32])[O-:33])[cH:28][cH:27]1)(=[O:35])=[O:36]. The reactants are one, C1(CCCC2=CC=CC=C12)=O (1-tetralone), C[O-].[Na+] (sodium methoxide), CO (methanol), FC(C(=O)OCC)(F)F (ethyl trifluoroacetate). Solvent: CCOCC (ether), Cl (HCl), CCOCC (ether). Yields the product FC(C(O)=C1C(C2=CC=CC=C2CC1)=O)(F)F (3,4-dihydro-2-[2,2,2-trifluoro-1-hydroxyethylidene]-1(2H)-naphthalenone). The yield is 66.1%. As a reaction SMILES: [F:1][C:2]([F:9])([F:8])[C:3]([O:5]CC)=O.C[O-].[Na+].CO.[C:15]1(=[O:25])[C:24]2[C:19](=[CH:20][CH:21]=[CH:22][CH:23]=2)[CH2:18][CH2:17][CH2:16]1>CCOCC.Cl>[F:9][C:2]([F:1])([F:8])[C:3](=[C:16]1[CH2:17][CH2:18][C:19]2[C:24](=[CH:23][CH:22]=[CH:21][CH:20]=2)[C:15]1=[O:25])[OH:5] |f:1.2|. Procedure: A 250 mL one neck round bottomed flask equipped with a reflux condenser, nitrogen inlet and provisions for magnetic stirring was charged with ethyl trifluoroacetate (28.4 g, 0.2 mol) and 75 mL of ether. To this solution was added 48 mL of 25% sodium methoxide in methanol (0.21 mol). A solution of 1-tetralone (29.2 g, 0.2 mol) in ether (50 mL) was added over about 5 minutes The reaction mixture was stirred at room temperature for 14 hours and was diluted with 100 mL of 3N HCl. The phases were sep...